Dataset: the Open Reaction Database (ORD), a public repository of structured organic reaction records. Task: describe an organic reaction: reactants, conditions, products, and yield The reactants are NC1=CN=NN1 (5-amino-1,2,3-triazole), C(#N)[BH3-].[Na+] (sodium cyanoborohydride), C1(CCCC1)OC=1C=C(C=O)C=CC1OC (3-cyclopentyloxy-4-methoxybenzaldehyde). The solvent is CO (methanol), Cl (HCl), Cl (HCl). Reaction conditions: time 64 hour. Product: C1(CCCC1)OC=1C=C(CNC2=CN=NN2)C=CC1OC (5-(3-Cyclopentyloxy-4-methoxybenzylamino)-1,2,3-triazole). Isolated yield 27.9%. RXN SMILES: [NH2:1][C:2]1[NH:6][N:5]=[N:4][CH:3]=1.C([BH3-])#N.[Na+].[CH:11]1([O:16][C:17]2[CH:18]=[C:19]([CH:22]=[CH:23][C:24]=2[O:25][CH3:26])[CH:20]=O)[CH2:15][CH2:14][CH2:13][CH2:12]1>CO.Cl>[CH:11]1([O:16][C:17]2[CH:18]=[C:19]([CH:22]=[CH:23][C:24]=2[O:25][CH3:26])[CH2:20][NH:1][C:2]2[NH:6][N:5]=[N:4][CH:3]=2)[CH2:12][CH2:13][CH2:14][CH2:15]1 |f:1.2|. Procedure details: To a stirred solution of 5-amino-1,2,3-triazole (3.0 g, 0.036 mol) in 100 ml of methanol and 15 ml of 1N HCl was added sodium cyanoborohydride (1.89 g, 0.030 mol) and 3-cyclopentyloxy-4-methoxybenzaldehyde (6.6 g, 0.30 mol). The reaction mixture was stirred at room temperature for 64 hours and then acidified to pH 2 with concentrated HCl. The solution was evaporated at reduced pressure and the residue was treated with water (100 ml) and extracted twice with 100 ml portions of ethyl acetate. The ... Reactants: [N+](=O)([O-])C1=CC=C(C=2CCCCC12)S(=O)(=O)N (1,2,3,4-tetrahydro-8-nitro-5-naphthalenesulfonamide). The reagents and catalysts are [Ni] (Ni). Run in C(C)O (ethanol). Yields the product NC1=CC=C(C=2CCCCC12)S(=O)(=O)N (8-Amino-1.2.3.4-tetrahydro-5-naphthalenesulfonamide). Isolated yield 95.7%. Reaction SMILES: [N+:1]([C:4]1[C:13]2[CH2:12][CH2:11][CH2:10][CH2:9][C:8]=2[C:7]([S:14]([NH2:17])(=[O:16])=[O:15])=[CH:6][CH:5]=1)([O-])=O>C(O)C.[Ni]>[NH2:1][C:4]1[C:13]2[CH2:12][CH2:11][CH2:10][CH2:9][C:8]=2[C:7]([S:14]([NH2:17])(=[O:15])=[O:16])=[CH:6][CH:5]=1. Reported procedure: A suspension of 1,2,3,4-tetrahydro-8-nitro-5-naphthalenesulfonamide (3.1 g, 12 mmol) in 150 ml of ethanol was hydrogenated at room temperature and atmospheric pressure over Raney-Ni. After the theoretical absorption, the reaction mixture was filtered and concentrated to dryness to give 2.6 g (95%) of the title compound. M.p. 216°-219° C. (ethanol); 1H-NMR (DMSO-d6): 1.50-1.93 (m, 4H, 2CH2), 2.17-2.57 (m, 2H, CH2), 2.83-3.17 (m, 2H, CH2), 5.29 (broad s, 2H, NH2), 6.38 (d,J=9Hz, 1H, ArH), 6.75 (br... Starting materials: C[Si](C)(C)Cl (TMSCl), [Li]CCCC (n-BuLi), C(C)NC(=O)C=1SC=CC1 (N-ethyl-2-thiophenecarboxamide), O (water). Run in CCCCCC (hexane), C1CCOC1 (THF). Conditions: temperature -70 celsius, time 45 minute. Product: Example 248, C(C)NC(=O)C=1SC(=CC1[Si](C)(C)C)[Si](C)(C)C (N-Ethyl-3,5-bis(trimethylsilyl)-2-thiophenecarboxamide). RXN SMILES: [Li]CCCC.[CH2:6]([NH:8][C:9]([C:11]1[S:12][CH:13]=[CH:14][CH:15]=1)=[O:10])[CH3:7].[CH3:16][Si:17](Cl)([CH3:19])[CH3:18].O>CCCCCC.C1COCC1>[CH2:6]([NH:8][C:9]([C:11]1[S:12][C:13]([Si:17]([CH3:19])([CH3:18])[CH3:16])=[CH:14][C:15]=1[Si:17]([CH3:19])([CH3:18])[CH3:16])=[O:10])[CH3:7]. Reported procedure: A solution of 2.5M n-BuLi in hexane (18 mL) was added dropwise to a solution of N-ethyl-2-thiophenecarboxamide (3.1 g, 20 mmol) in 50 mL THF at below -65° C. under a positive nitrogen atmosphere and the resulting solution was stirred at -70° C. for 45 min. After that, TMSCl (9 mL) was added slowly at below -60° C. and stirring was continued at below -60 ° C. for 15 min. The solution was allowed to warm to 0° C., then poured into water and extracted with CH2 Cl2. The organic layer was separated, ...